This data is from the Open Reaction Database (ORD), a public repository of structured organic reaction records. The task is: describe an organic reaction: reactants, conditions, products, and yield Reactants: solution, C(CCC)[Li] (n-butyllithium), COC=1C=C(CN2C=NC=C2)C=CC1 (N-(3-methoxybenzyl)-imidazole), CN(C)CCN(C)C (TMEDA), C12C(C3CC(CC(C1)C3)C2)=O (adamantanone). Solvent: CCCCCC (hexane), C1CCOC1 (THF), C1CCOC1 (THF). Conditions: temperature -70 celsius, time 20 minute. Product: COC=1C=C(C=CC1)C(C=1NC=CN1)C1(C2CC3CC(CC1C3)C2)O (3-methoxyphenyl-(2-hydroxy-2-adamantyl)-1-imidazolylmethane). Isolated yield 55.4%. As a reaction SMILES: C([Li])CCC.[CH3:6][O:7][C:8]1[CH:9]=[C:10]([CH:17]=[CH:18][CH:19]=1)[CH2:11]N1C=CN=C1.C[N:21]([CH2:23][CH2:24][N:25]([CH3:27])C)C.[CH:28]12[CH2:37][CH:32]3[CH2:33][CH:34]([CH2:36][CH:30]([CH2:31]3)[C:29]1=[O:38])[CH2:35]2>CCCCCC.C1COCC1>[CH3:6][O:7][C:8]1[CH:9]=[C:10]([CH:11]([C:29]2([OH:38])[CH:30]3[CH2:36][CH:34]4[CH2:33][CH:32]([CH2:37][CH:28]2[CH2:35]4)[CH2:31]3)[C:27]2[NH:25][CH:24]=[CH:23][N:21]=2)[CH:17]=[CH:18][CH:19]=1. Reported procedure: 55 ml (85 mmol) of a 1.55 molar solution of n-butyllithium in hexane were added dropwise to a solution of 7.52 g (40 mmol) of N-(3-methoxybenzyl)-imidazole and 4.65 g (40 mmol) of TMEDA in 90 ml of absolute THF at -70° C. The mixture was stirred for a further 20 minutes at -70° C., and a solution of 6.01 g (40 mmol) of adamantanone in 30 ml of absolute THF was then added dropwise at -70° C. in the course of about 10 minutes. The procedure was then continued as described in Example 100. The resid... Reactants: ClC=1N=C(NC1CC)C(=O)N[C@@H]1[C@@H](CN(CC1)C=1OC(=C(N1)C(=O)OCCCC)CC)OCC (Butyl cis(±)-2-(4-{[(4-chloro-5-ethyl-1H-imidazol-2-yl)carbonyl]amino}-3-ethoxypiperidin-1-yl)-5-ethyl-1,3-oxazole-4-carboxylate), [OH-].[Li+] (lithium hydroxide), CO (methanol). Solvent: C1CCOC1 (THF). The product is ClC=1N=C(NC1CC)C(=O)N[C@@H]1[C@@H](CN(CC1)C=1OC(=C(N1)C(=O)O)CC)OCC (cis(±)-2-(4-{[(4-Chloro-5-ethyl-1H-imidazol-2-yl)carbonyl]amino}-3-ethoxypiperidin-1-yl)-5-ethyl-1,3-oxazole-4-carboxylic acid). Yield: 75.8%. As a reaction SMILES: [Cl:1][C:2]1[N:3]=[C:4]([C:9]([NH:11][C@H:12]2[CH2:17][CH2:16][N:15]([C:18]3[O:19][C:20]([CH2:30][CH3:31])=[C:21]([C:23]([O:25]CCCC)=[O:24])[N:22]=3)[CH2:14][C@H:13]2[O:32][CH2:33][CH3:34])=[O:10])[NH:5][C:6]=1[CH2:7][CH3:8].[OH-].[Li+].CO>C1COCC1>[Cl:1][C:2]1[N:3]=[C:4]([C:9]([NH:11][C@H:12]2[CH2:17][CH2:16][N:15]([C:18]3[O:19][C:20]([CH2:30][CH3:31])=[C:21]([C:23]([OH:25])=[O:24])[N:22]=3)[CH2:14][C@H:13]2[O:32][CH2:33][CH3:34])=[O:10])[NH:5][C:6]=1[CH2:7][CH3:8] |f:1.2|. Procedure: The same operation as in Example (91d) was performed using butyl cis(±)-2-(4-{[(4-chloro-5-ethyl-1H-imidazol-2-yl)carbonyl]amino}-3-ethoxypiperidin-1-yl)-5-ethyl-1,3-oxazole-4-carboxylate obtained in Example (115c) (0.24 g, 0.48 mmol), 2 N lithium hydroxide (3 mL, 6 mmol), methanol (4 mL) and THF (6 mL), to obtain 160 mg of the title compound as a colorless solid (75%).